From a dataset of the Open Reaction Database (ORD), a public repository of structured organic reaction records. describe an organic reaction: reactants, conditions, products, and yield The reactants are C1OC(N2[C@@H]1CNCC2)=O ((R)-tetrahydro-1H-oxazolo[3,4-a]pyrazin-3(5H)-one), ClC1=NN=CC2=CC(=CC=C12)Cl (1,6-dichlorophthalazine), C(C)(C)N(C(C)C)CC (N,N-diisopropylethylamine). The solvent is CN1C(CCC1)=O (1-methyl-2-pyrolidone). Reaction conditions: temperature 140 celsius. The product is ClC=1C=C2C=NN=C(C2=CC1)N1C[C@H]2N(CC1)C(OC2)=O ((R)-7-(6-chlorophthalazin-1-yl)-tetrahydro-1H-oxazolo[3,4-a]pyrazin-3(5H)-one), brown liquid. RXN SMILES: [CH2:1]1[C@H:5]2[CH2:6][NH:7][CH2:8][CH2:9][N:4]2[C:3](=[O:10])[O:2]1.Cl[C:12]1[C:21]2[C:16](=[CH:17][C:18]([Cl:22])=[CH:19][CH:20]=2)[CH:15]=[N:14][N:13]=1.C(N(CC)C(C)C)(C)C>CN1CCCC1=O>[Cl:22][C:18]1[CH:17]=[C:16]2[C:21](=[CH:20][CH:19]=1)[C:12]([N:7]1[CH2:8][CH2:9][N:4]3[C:3](=[O:10])[O:2][CH2:1][C@H:5]3[CH2:6]1)=[N:13][N:14]=[CH:15]2. Procedure: The title compound was prepared by a method analogous to that described in Example 8 (Method A). A mixture of (R)-tetrahydro-1H-oxazolo[3,4-a]pyrazin-3(5H)-one (0.800 g, 5.63 mmol), 1,6-dichlorophthalazine (0.516 g, 2.59 mmol) and N,N-diisopropylethylamine(1.40 mL, 8.04 mmol) in 3 mL 1-methyl-2-pyrolidone was heated at 140° C. After 4.5 h the reaction was cooled to RT, quenched with H2O and extracted with ethyl acetate (3×). The combined organic layers were dried over Na2SO4, filtered, evaporate...